Dataset: the Open Reaction Database (ORD), a public repository of structured organic reaction records. Task: describe an organic reaction: reactants, conditions, products, and yield Reactants: C1(=CC=CC=C1)S(=O)(=O)Cl (Benzenesulfonyl chloride), NCCCCN1C(=NC=2C(=NC=3C=CC=CC3C21)N)CCCC (1-(4-aminobutyl)-2-butyl-1H-imidazo[4,5-c]quinoline-4-amine), ClCCl (dichloromethane). The solvent is N1=CC=CC=C1 (pyridine). Yields the product NC1=NC=2C=CC=CC2C2=C1N=C(N2CCCCNS(=O)(=O)C2=CC=CC=C2)CCCC (N1-[4-(4-amino-2-butyl-1H-imidazo[4,5-c]quinolin-1-yl)butyl]-1-benzenesulfonamide). Yield: 78.9%. As a reaction SMILES: [C:1]1([S:7](Cl)(=[O:9])=[O:8])[CH:6]=[CH:5][CH:4]=[CH:3][CH:2]=1.[NH2:11][CH2:12][CH2:13][CH2:14][CH2:15][N:16]1[C:28]2[C:27]3[CH:26]=[CH:25][CH:24]=[CH:23][C:22]=3[N:21]=[C:20]([NH2:29])[C:19]=2[N:18]=[C:17]1[CH2:30][CH2:31][CH2:32][CH3:33].ClCCl>N1C=CC=CC=1>[NH2:29][C:20]1[C:19]2[N:18]=[C:17]([CH2:30][CH2:31][CH2:32][CH3:33])[N:16]([CH2:15][CH2:14][CH2:13][CH2:12][NH:11][S:7]([C:1]3[CH:6]=[CH:5][CH:4]=[CH:3][CH:2]=3)(=[O:9])=[O:8])[C:28]=2[C:27]2[CH:26]=[CH:25][CH:24]=[CH:23][C:22]=2[N:21]=1. Reported procedure: Benzenesulfonyl chloride (0.45 ml in 10 ml dichloromethane, 3.5 mmol) was added dropwise to a stirring solution of 1-(4-aminobutyl)-2-butyl-1H-imidazo[4,5-c]quinoline-4-amine (1.0 g, 3.2 mmol), dichloromethane (140 ml), and pyridine (0.8 ml). The reaction was maintained at room temperature for four hours and then concentrated in vacuo. The residue was purified by flash column chromatography (silica gel, 9:1 dichloromethane\methanol, Rf 0.28) followed by recrystallization from dichloromethane\die... The reactants are NC1=C(C=C(C=C1)Cl)C(=O)C1=CC(=CC=C1)Cl ((2-amino-5-chlorophenyl)(3-chlorophenyl) methanone), C1(CC1)C(CC(=O)OC)=O (methyl 3-cyclopropyl-3-oxopropanoate), [O-]S(=O)(=O)C(F)(F)F.[Yb+3].[O-]S(=O)(=O)C(F)(F)F.[O-]S(=O)(=O)C(F)(F)F (ytterbium triflate). The solvent is C(C)O (ethanol). Run at time 8 hour. The product is COC(=O)C=1C(=NC2=CC=C(C=C2C1C1=CC(=CC=C1)Cl)Cl)C1CC1 (6-Chloro-4-(3-chloro-phenyl)-2-cyclopropyl-quinoline-3-carboxylic acid methyl ester). The yield is 42.5%. Reaction SMILES: [NH2:1][C:2]1[CH:7]=[CH:6][C:5]([Cl:8])=[CH:4][C:3]=1[C:9]([C:11]1[CH:16]=[CH:15][CH:14]=[C:13]([Cl:17])[CH:12]=1)=O.[CH:18]1([C:21](=O)[CH2:22][C:23]([O:25][CH3:26])=[O:24])[CH2:20][CH2:19]1.[O-]S(C(F)(F)F)(=O)=O.[Yb+3].[O-]S(C(F)(F)F)(=O)=O.[O-]S(C(F)(F)F)(=O)=O>C(O)C>[CH3:26][O:25][C:23]([C:22]1[C:21]([CH:18]2[CH2:20][CH2:19]2)=[N:1][C:2]2[C:3]([C:9]=1[C:11]1[CH:16]=[CH:15][CH:14]=[C:13]([Cl:17])[CH:12]=1)=[CH:4][C:5]([Cl:8])=[CH:6][CH:7]=2)=[O:24] |f:2.3.4.5|. Procedure: To a mixture of (2-amino-5-chlorophenyl)(3-chlorophenyl) methanone (81 mg, 0.31 mmol, 1 eq) and methyl 3-cyclopropyl-3-oxopropanoate (56.2 mg, 0.40 mmol, 1.3 eq) in ethanol (3 ml) was added ytterbium triflate (19 mg, 0.03 mmol, 0.1 eq) and the yellow solution was stirred overnight at room temperature. The resultant precipitate was filtered and washed with a small amount of ethanol to give the desired product (49 mg, 43%) as a white solid which did not require any further purification. MS (ESI): ... The reactants are CC1=NN(C=2N=C(C=C(C21)C(=O)O)C2=CC=NC=C2)C(C)C (3-methyl-1-(1-methylethyl)-6-(4-pyridinyl)-1H-pyrazolo[3,4-b]pyridine-4-carboxylic acid), ON1N=NC2=C1N=CC=C2 (1-hydroxy-7-azabenzotriazole), C(CCl)Cl (EDC), NCC=1C(NC(=CC1C)C)=O (3-(aminomethyl)-4,6-dimethyl-2(1H)-pyridinone), CN1CCOCC1 (N-methylmorpholine). Solvent: CS(=O)C (DMSO). Yields the product CC1=C(C(NC(=C1)C)=O)CNC(=O)C=1C2=C(N=C(C1)C1=CC=NC=C1)N(N=C2C)C(C)C (N-[(4,6-Dimethyl-2-oxo-1,2-dihydro-3-pyridinyl)methyl]-3-methyl-1-(1-methylethyl)-6-(4-pyridinyl)-1H-pyrazolo[3,4-b]pyridine-4-carboxamide). Reaction SMILES: [CH3:1][C:2]1[C:10]2[C:9]([C:11](O)=[O:12])=[CH:8][C:7]([C:14]3[CH:19]=[CH:18][N:17]=[CH:16][CH:15]=3)=[N:6][C:5]=2[N:4]([CH:20]([CH3:22])[CH3:21])[N:3]=1.[NH2:23][CH2:24][C:25]1[C:26](=[O:33])[NH:27][C:28]([CH3:32])=[CH:29][C:30]=1[CH3:31].CN1CCOCC1.ON1C2N=CC=CC=2N=N1.C(Cl)CCl>CS(C)=O>[CH3:31][C:30]1[CH:29]=[C:28]([CH3:32])[NH:27][C:26](=[O:33])[C:25]=1[CH2:24][NH:23][C:11]([C:9]1[C:10]2[C:2]([CH3:1])=[N:3][N:4]([CH:20]([CH3:22])[CH3:21])[C:5]=2[N:6]=[C:7]([C:14]2[CH:15]=[CH:16][N:17]=[CH:18][CH:19]=2)[CH:8]=1)=[O:12]. Reported procedure: The title compound was prepared in the same manner as described in example 109 using 3-methyl-1-(1-methylethyl)-6-(4-pyridinyl)-1H-pyrazolo[3,4-b]pyridine-4-carboxylic acid (20 mg, 0.067 mmol), DMSO (1 mL), 3-(aminomethyl)-4,6-dimethyl-2(1H)-pyridinone (19.10 mg, 0.101 mmol), N-methylmorpholine (0.030 mL, 0.270 mmol), 1-hydroxy-7-azabenzotriazole (18.37 mg, 0.135 mmol) and EDC (25.9 mg, 0.135 mmol). The final product was collected as 29 mg (100%). LCMS E-S (M+H)=431.2. 1H NMR (400 MHz, DMSO-d6) ... The reactants are C(C)(=O)N1CCNCC1 (1-acetylpiperazine), C(C=C)(=O)OCC (ethyl acrylate), C(C=C)(=O)OCC (ethyl acrylate). Solvent: C1CCOC1 (THF). The product is C(C)(=O)N1CCN(CC1)CCC(=O)OCC (Ethyl 3-(4-acetyl-1-piperazinyl)propionate). Isolated yield 50.4%. RXN SMILES: [C:1]([N:4]1[CH2:9][CH2:8][NH:7][CH2:6][CH2:5]1)(=[O:3])[CH3:2].[C:10]([O:14][CH2:15][CH3:16])(=[O:13])[CH:11]=[CH2:12]>C1COCC1>[C:1]([N:4]1[CH2:9][CH2:8][N:7]([CH2:12][CH2:11][C:10]([O:14][CH2:15][CH3:16])=[O:13])[CH2:6][CH2:5]1)(=[O:3])[CH3:2]. Procedure: A solution of 1-acetylpiperazine (5 g, 39 mmol) in THF (100 mL) was treated with ethyl acrylate (4.2 mL, 39 mmol) then stirred overnight at r.t. after which an additional 4.2 mL of ethyl acrylate was added. The reaction heated at reflux for 5 h, cooled to r.t. and partitioned between dichloromethane and 1N HCl. The acid wash was basified with NaHCO3 to pH 9-10 and extracted 3 times with dichloromethane. Combined organics were dried, filtered and concentrated to give 4.49 g of the title compound ...